Dataset: the Open Reaction Database (ORD), a public repository of structured organic reaction records. Task: describe an organic reaction: reactants, conditions, products, and yield Reactants: ClC=1C=C(N)C=CC1Cl (3,4-dichloroaniline), Cl.ClCCN(C)C (1-chloro-2-dimethylaminoethane hydrochloride), C([O-])(O)=O.[Na+] (sodium bicarbonate). Product: CN(CCNC1=CC(=C(C=C1)Cl)Cl)C (N,N-dimethyl-N'-(3,4-dichlorophenyl)ethylenediamine). Reaction SMILES: [Cl:1][C:2]1[CH:3]=[C:4]([CH:6]=[CH:7][C:8]=1[Cl:9])[NH2:5].Cl.Cl[CH2:12][CH2:13][N:14]([CH3:16])[CH3:15].C(=O)(O)[O-].[Na+]>>[CH3:15][N:14]([CH3:16])[CH2:13][CH2:12][NH:5][C:4]1[CH:6]=[CH:7][C:8]([Cl:9])=[C:2]([Cl:1])[CH:3]=1 |f:1.2,3.4|. Procedure details: In the manner given in Example 1, 3,4-dichloroaniline, 1-chloro-2-dimethylaminoethane hydrochloride, and sodium bicarbonate are heated to give N,N-dimethyl-N'-(3,4-dichlorophenyl)ethylenediamine. RXN SMILES: [Cl:1][C:2]1[C:7]([C:8]2[N:9]=[C:10]([C:20]([CH3:23])([CH3:22])[CH3:21])[S:11][C:12]=2[C:13]2[CH:18]=[CH:17][N:16]=[C:15](Cl)[N:14]=2)=[CH:6][CH:5]=[CH:4][C:3]=1[NH:24][S:25]([C:28]1[C:33]([F:34])=[CH:32][CH:31]=[CH:30][C:29]=1[F:35])(=[O:27])=[O:26].[CH3:36][Zn]C.C1(C)C=CC=CC=1>>[Cl:1][C:2]1[C:7]([C:8]2[N:9]=[C:10]([C:20]([CH3:23])([CH3:22])[CH3:21])[S:11][C:12]=2[C:13]2[CH:18]=[CH:17][N:16]=[C:15]([CH3:36])[N:14]=2)=[CH:6][CH:5]=[CH:4][C:3]=1[NH:24][S:25]([C:28]1[C:33]([F:34])=[CH:32][CH:31]=[CH:30][C:29]=1[F:35])(=[O:27])=[O:26]. Yields the product ClC1=C(C=CC=C1C=1N=C(SC1C1=NC(=NC=C1)C)C(C)(C)C)NS(=O)(=O)C1=C(C=CC=C1F)F (N-{2-chloro-3-[2-(1,1-dimethylethyl)-5-(2-methyl-4-pyrimidinyl)-1,3-thiazol-4-yl]phenyl}-2,6-difluorobenzenesulfonamide), solid. Starting materials: C1(=CC=CC=C1)C (toluene), ClC1=C(C=CC=C1C=1N=C(SC1C1=NC(=NC=C1)Cl)C(C)(C)C)NS(=O)(=O)C1=C(C=CC=C1F)F (N-{2-chloro-3-[5-(2-chloro-4-pyrimidinyl)-2-(1,1-dimethylethyl)-1,3-thiazol-4-yl]phenyl}-2,6-difluorobenzenesulfonamide), C[Zn]C (dimethylzinc). Procedure: Following a procedure analogous to the procedure described in Example 25 using N-{2-chloro-3-[5-(2-chloro-4-pyrimidinyl)-2-(1,1-dimethylethyl)-1,3-thiazol-4-yl]phenyl}-2,6-difluorobenzenesulfonamide (150 mg, 0.270 mmol) and 2N dimethylzinc in toluene (0.27 mL, 0.540 mmol), the title compound was obtained as a solid (75 mg, 47% yield). MS (ESI): 535 [M+H]+. The yield is 47.0%. Reactants: COC(=O)C1=CC=C2C(=N1)C=C(N2)CC(CC(C)(C)C2=CC(=CC=1CCOC12)Cl)(C(F)(F)F)O (2-[4-(5-Chloro-2,3-dihydrobenzofuran-7-yl)-2-hydroxy-4-methyl-2-trifluoromethylpentyl]-1H-pyrrolo[3,2-b]pyridine-5-carboxylic acid methyl ester), O.[OH-].[Li+] (Lithium hydroxide monohydrate). Solvent: C1CCOC1.CO.O (THF MeOH water), O (water), Cl (HCl). Reaction conditions: time 4 hour. The product is ClC=1C=C(C2=C(CCO2)C1)C(CC(CC1=CC2=NC(=CC=C2N1)C(=O)O)(C(F)(F)F)O)(C)C (2-[4-(5-Chloro-2,3-dihydrobenzofuran-7-yl)-2-hydroxy-4-methyl-2-trifluoromethylpentyl]-1H-pyrrolo[3,2-b]pyridine-5-carboxylic acid). Isolated yield 14.0%. Reaction SMILES: C[O:2][C:3]([C:5]1[N:10]=[C:9]2[CH:11]=[C:12]([CH2:14][C:15]([OH:34])([C:30]([F:33])([F:32])[F:31])[CH2:16][C:17]([C:20]3[C:28]4[O:27][CH2:26][CH2:25][C:24]=4[CH:23]=[C:22]([Cl:29])[CH:21]=3)([CH3:19])[CH3:18])[NH:13][C:8]2=[CH:7][CH:6]=1)=[O:4].O.[OH-].[Li+]>C1COCC1.CO.O.O.Cl>[Cl:29][C:22]1[CH:21]=[C:20]([C:17]([CH3:19])([CH3:18])[CH2:16][C:15]([OH:34])([C:30]([F:33])([F:31])[F:32])[CH2:14][C:12]2[NH:13][C:8]3[C:9](=[N:10][C:5]([C:3]([OH:4])=[O:2])=[CH:6][CH:7]=3)[CH:11]=2)[C:28]2[O:27][CH2:26][CH2:25][C:24]=2[CH:23]=1 |f:1.2.3,4.5.6|. Reported procedure: 2-[4-(5-Chloro-2,3-dihydrobenzofuran-7-yl)-2-hydroxy-4-methyl-2-trifluoromethylpentyl]-1H-pyrrolo[3,2-b]pyridine-5-carboxylic acid methyl ester (100 mg, 0.2 mmol) was dissolved in 2 mL of THF-MeOH-water (3:1:1). Lithium hydroxide monohydrate (25 mg, 0.6 mmol) was added. The reaction was stirred at room temperature for 4 hours. The mixture was diluted with 5 mL of water and 6 N HCl solution was used to adjust the pH to about 2. The organic was extracted with three 50 mL portions of ethyl acetate,... The reactants are C(C)(C)(C)OC(N(C1=CC=NC=C1)CCOC1=CC(=CC(=C1)C(N(CCOC1=NC=CC=C1)C1=CC=CC=C1)=O)Cl)=O ({2-[3-chloro-5-(phenyl-2-(pyridin-2-yloxy)-ethyl-carbamoyl)-phenoxy]-ethyl}-pyridin-4-yl-carbamic acid tert-butyl ester), FC(C(=O)O)(F)F (trifluoroacetic acid). Run in ClCCl (dichloromethane). The product is FC(C(=O)O)(F)F.FC(C(=O)O)(F)F.ClC=1C=C(C(=O)N(CCOC2=NC=CC=C2)C2=CC=CC=C2)C=C(C1)OCCNC1=CC=NC=C1 (3-Chloro-N-phenyl-5-[2-(pyridin-4-ylamino)-ethoxy]-N-[2-(pyridin-2-yloxy)-ethyl]-benzamide bis(trifluoroacetate)). As a reaction SMILES: C(OC(=O)[N:7]([CH2:14][CH2:15][O:16][C:17]1[CH:22]=[C:21]([C:23](=[O:40])[N:24]([C:34]2[CH:39]=[CH:38][CH:37]=[CH:36][CH:35]=2)[CH2:25][CH2:26][O:27][C:28]2[CH:33]=[CH:32][CH:31]=[CH:30][N:29]=2)[CH:20]=[C:19]([Cl:41])[CH:18]=1)[C:8]1[CH:13]=[CH:12][N:11]=[CH:10][CH:9]=1)(C)(C)C.[F:43][C:44]([F:49])([F:48])[C:45]([OH:47])=[O:46]>ClCCl>[F:43][C:44]([F:49])([F:48])[C:45]([OH:47])=[O:46].[F:43][C:44]([F:49])([F:48])[C:45]([OH:47])=[O:46].[Cl:41][C:19]1[CH:20]=[C:21]([CH:22]=[C:17]([O:16][CH2:15][CH2:14][NH:7][C:8]2[CH:9]=[CH:10][N:11]=[CH:12][CH:13]=2)[CH:18]=1)[C:23]([N:24]([C:34]1[CH:35]=[CH:36][CH:37]=[CH:38][CH:39]=1)[CH2:25][CH2:26][O:27][C:28]1[CH:33]=[CH:32][CH:31]=[CH:30][N:29]=1)=[O:40] |f:3.4.5|. Procedure: A solution of {2-[3-chloro-5-(phenyl-2-(pyridin-2-yloxy)-ethyl-carbamoyl)-phenoxy]-ethyl}-pyridin-4-yl-carbamic acid tert-butyl ester (0.065 g) and trifluoroacetic acid (0.75 ml) in dichloromethane (0.75 ml) was stirred at room temperature for 2 h then concentrated under vacuum, co-evaporating with dichloromethane to give the title compound as a yellow oil (0.086 g).